From a dataset of the Open Reaction Database (ORD), a public repository of structured organic reaction records. describe an organic reaction: reactants, conditions, products, and yield Reactants: FS(=O)(=O)[O-].C(N)(=O)[C@H]1[N+](C[C@H](C1)SCC1=CC=C(C=C1)OC)(C)CCO ((2S, 4S)-2-carbamoyl-1-(2-hydroxyethyl)-4-(4-methoxybenzylthio)-1-methylpyrrolidinium fluorosulfonate), O[C@H](C)[C@@H]1[C@@H]2N(C(C([C@@H]2C)=O)C(=O)OC(C2=CC=CC=C2)[N+](=O)[O-])C1=O (nitrobenzyl (1R, 5R, 6S)-6-[(1R)-1-hydroxyethyl]-1-methyl-2-oxo-1-carbapenam-3-carboxylate). Product: C(N)(=O)[C@H]1[N+](C[C@H](C1)SC=1[C@@H]([C@H]2N(C1C(=O)[O-])C([C@@H]2[C@@H](C)O)=O)C)(C)CCO ((1R, 5S, 6S)-2-[(2S, 4S)-2-Carbamoyl-1-(2-hydroxyethyl)-1-methylpyrrolidinium-4-ylthio]-6-[(1R)-1-hydroxyethyl]-1-methyl-1-carbapen-2-em-3-carboxylate). RXN SMILES: FS([O-])(=O)=O.[C:6]([C@@H:9]1[CH2:13][C@H:12]([S:14][CH2:15][C:16]2[CH:21]=[CH:20][C:19]([O:22]C)=[CH:18][CH:17]=2)[CH2:11][N+:10]1([CH2:25][CH2:26][OH:27])[CH3:24])(=[O:8])[NH2:7].O[C@@H]([C@H]1[C:52](=[O:53])[N:33]2[CH:34]([C:39]([O:41]C([N+]([O-])=O)C3C=CC=CC=3)=[O:40])C(=O)[C@H](C)[C@H]12)C>>[C:6]([C@@H:9]1[CH2:13][C@H:12]([S:14][C:15]2[C@H:16]([CH3:17])[C@@H:21]3[C@@H:20]([C@H:19]([OH:22])[CH3:18])[C:52](=[O:53])[N:33]3[C:34]=2[C:39]([O-:41])=[O:40])[CH2:11][N+:10]1([CH2:25][CH2:26][OH:27])[CH3:24])(=[O:8])[NH2:7] |f:0.1|. Procedure: Following a procedure similar to that described in Example 7, but using 0.37 g of (2S, 4S)-2-carbamoyl-1-(2-hydroxyethyl)-4-(4-methoxybenzylthio)-1-methylpyrrolidinium fluorosulfonate (prepared as described in preparation 16) [in step (1)] and 260 mg of -nitrobenzyl (1R, 5R, 6S)-6-[(1R)-1-hydroxyethyl]-1-methyl-2-oxo-1-carbapenam-3-carboxylate [in step (2)], 17 mg of the title compound were obtained. Procedure: A solution of thioacetic acid S-(3-acetylsulfanyl-2-tert-butoxycarbonylamino-propyl) ester (330 mg) in ethanol (5 ml) was treated with 2.5 ml of 1N sodium hydroxide for 1 hour at room temperature. The yellow solid turned green-brown. The reaction mixture was diluted with dichloromethane (25 ml) and then an aqueous solution of 0.1M iodine (10 ml) was added dropwise. The reaction mixture was stirred at room temperature for 1 hour and quenched by addition of 1M sodium bisulfite solution. The organi... Isolated yield 71.6%. Yields the product C(C)(C)(C)OC(NC1CSSC1)=O ([1,2]-Dithiolan-4-yl-carbamic acid tert-butyl ester). The reactants are C(C)(=O)SCC(CSC(C)=O)NC(=O)OC(C)(C)C (thioacetic acid S-(3-acetylsulfanyl-2-tert-butoxycarbonylamino-propyl) ester), [OH-].[Na+] (sodium hydroxide), II (iodine). The solvent is ClCCl (dichloromethane), C(C)O (ethanol). Reaction SMILES: C([S:4][CH2:5][CH:6]([NH:12][C:13]([O:15][C:16]([CH3:19])([CH3:18])[CH3:17])=[O:14])[CH2:7][S:8]C(=O)C)(=O)C.[OH-].[Na+].II>C(O)C.ClCCl>[C:16]([O:15][C:13](=[O:14])[NH:12][CH:6]1[CH2:7][S:8][S:4][CH2:5]1)([CH3:19])([CH3:18])[CH3:17] |f:1.2|. Run at time 1 hour.